From a dataset of the Open Reaction Database (ORD), a public repository of structured organic reaction records. describe an organic reaction: reactants, conditions, products, and yield Starting materials: NC1=C(C=CC=C1O)C (2-Amino-m-cresol), C1(CCCCC1)N=C=NC1CCCCC1 (1,3-Dicyclohexylcarbodiimide), C(=S)(N1C(C=CC=C1)=O)N1C(C=CC=C1)=O (1,1′-Thiocarbonyldi-2(1H)-pyridone), NC1=CC=C(C=C1)C1=NN(C2=NC=NC(=C21)N)[C@@H]2CC[C@@H](CC2)N2CCN(CC2)C (cis-3-(4-aminophenyl) 1-[4-(4-methylpiperazino)cyclohexyl]-1H-pyrazolo[3,4-d]pyrimidin-4-amine). Solvent: C1(=CC=CC=C1)C (toluene), N1=CC=CC=C1 (pyridine). Conditions: temperature 0 celsius, time 1 hour. The product is NC1=C2C(=NC=N1)N(N=C2C2=CC=C(C=C2)NC=2OC1=C(N2)C(=CC=C1)C)[C@@H]1CC[C@@H](CC1)N1CCN(CC1)C (cis-N2-(4-{4-amino-1-[4-(4-methylpiperazino)cyclohexyl]-1H-pyrazolo[3,4-d]pyrimidin-3-yl}phenyl)-4-methyl-1,3-benzoxazol-2-amine). The yield is 12.1%. As a reaction SMILES: [C:1](N1C=CC=CC1=O)(N1C=CC=CC1=O)=S.[NH2:17][C:18]1[CH:23]=[CH:22][C:21]([C:24]2[C:32]3[C:27](=[N:28][CH:29]=[N:30][C:31]=3[NH2:33])[N:26]([C@H:34]3[CH2:39][CH2:38][C@@H:37]([N:40]4[CH2:45][CH2:44][N:43]([CH3:46])[CH2:42][CH2:41]4)[CH2:36][CH2:35]3)[N:25]=2)=[CH:20][CH:19]=1.[NH2:47][C:48]1[C:53]([OH:54])=[CH:52][CH:51]=[CH:50][C:49]=1[CH3:55].C1(N=C=NC2CCCCC2)CCCCC1>N1C=CC=CC=1.C1(C)C=CC=CC=1>[NH2:33][C:31]1[N:30]=[CH:29][N:28]=[C:27]2[N:26]([C@H:34]3[CH2:39][CH2:38][C@@H:37]([N:40]4[CH2:41][CH2:42][N:43]([CH3:46])[CH2:44][CH2:45]4)[CH2:36][CH2:35]3)[N:25]=[C:24]([C:21]3[CH:20]=[CH:19][C:18]([NH:17][C:1]4[O:54][C:53]5[CH:52]=[CH:51][CH:50]=[C:49]([CH3:55])[C:48]=5[N:47]=4)=[CH:23][CH:22]=3)[C:32]=12. Procedure: 1,1′-Thiocarbonyldi-2(1H)-pyridone (0.086 g, 0.369 mmol) was added to a solution of cis-3-(4-aminophenyl) 1-[4-(4-methylpiperazino)cyclohexyl]-1H-pyrazolo[3,4-d]pyrimidin-4-amine (0.150 g, 0.369 mmol) in pyridine (7 mL) at 0° C., and the mixture was stirred for 1 h at 0° C. The resulting orange solution was partitioned between dichloromethane (10 mL) and water (10 mL). The organic layer was separated and washed with 0.5 N HCl (10 mL), dried over anhydrous magnesium sulfate, filtered, and concent... Reactants: CCOC(=O)CNC(=O)c1cn2nc(NCCCN3CCC(OC(c4ccccc4)c4ccccc4)CC3)ccc2n1, CCO, [Na+], [OH-]. Yields the product O=C(O)CNC(=O)c1cn2nc(NCCCN3CCC(OC(c4ccccc4)c4ccccc4)CC3)ccc2n1. Reaction SMILES: [CH2:1]([CH3:2])[O:3][C:4]([CH2:5][NH:6][C:7](=[O:8])[c:9]1[n:10][c:11]2[n:12]([n:13][c:14]([NH:17][CH2:18][CH2:19][CH2:20][N:21]3[CH2:22][CH2:23][CH:24]([O:27][CH:28]([c:29]4[cH:30][cH:31][cH:32][cH:33][cH:34]4)[c:35]4[cH:36][cH:37][cH:38][cH:39][cH:40]4)[CH2:25][CH2:26]3)[cH:15][cH:16]2)[cH:41]1)=[O:42].[CH3:45][CH2:46][OH:47].[Na+:44].[OH-:43]>>[O:3]=[C:4]([CH2:5][NH:6][C:7](=[O:8])[c:9]1[n:10][c:11]2[n:12]([n:13][c:14]([NH:17][CH2:18][CH2:19][CH2:20][N:21]3[CH2:22][CH2:23][CH:24]([O:27][CH:28]([c:29]4[cH:30][cH:31][cH:32][cH:33][cH:34]4)[c:35]4[cH:36][cH:37][cH:38][cH:39][cH:40]4)[CH2:25][CH2:26]3)[cH:15][cH:16]2)[cH:41]1)[OH:42]. The reactants are N([C@@H](CC(C)C)C(=O)N[C@@H](CO)C(=O)N[C@@H]([C@H](O)C)C(=O)OCC1=CC=CC=C1)C(=O)OC(C)(C)C (BOC-Leu-Ser-Thr-OBzl), FC(C(=O)O)(F)F (trifluoroacetic acid), CCOCC (ether). Reaction conditions: time 1 hour. Product: N[C@@H](CC(C)C)C(=O)N[C@@H](CO)C(=O)N[C@@H]([C@H](O)C)C(=O)OCC1=CC=CC=C1.FC(F)(F)C(=O)O (H-Leu-Ser-Thr-OBzl.TFA). As a reaction SMILES: [NH:1](C(OC(C)(C)C)=O)[C@H:2]([C:7]([NH:9][C@H:10]([C:13]([NH:15][C@H:16]([C:20]([O:22][CH2:23][C:24]1[CH:29]=[CH:28][CH:27]=[CH:26][CH:25]=1)=[O:21])[C@@H:17]([CH3:19])[OH:18])=[O:14])[CH2:11][OH:12])=[O:8])[CH2:3][CH:4]([CH3:6])[CH3:5].CCOCC.[F:42][C:43]([F:48])([F:47])[C:44]([OH:46])=[O:45]>>[NH2:1][C@H:2]([C:7]([NH:9][C@H:10]([C:13]([NH:15][C@H:16]([C:20]([O:22][CH2:23][C:24]1[CH:29]=[CH:28][CH:27]=[CH:26][CH:25]=1)=[O:21])[C@@H:17]([CH3:19])[OH:18])=[O:14])[CH2:11][OH:12])=[O:8])[CH2:3][CH:4]([CH3:6])[CH3:5].[F:42][C:43]([C:44]([OH:46])=[O:45])([F:48])[F:47] |f:3.4|. Procedure: 46.1 g of BOC-Leu-Ser-Thr-OBzl are dissolved in 92.5 ml of 90% strength trifluoroacetic acid and left for 1 hour at 20° C. Thereafter dry ether (925 ml) is added whilst stirring, and the mixture is stirred for one hour at 0° C. and left to stand overnight at -10° C. The resulting precipitate is filtered off, washed three times with dry ether and dried in vacuo over sodium hydroxide. Melting point 168°-171° C.; Rf7 = 0.80 (on silica gel). Reactants: COC(=O)CC1Oc2cc(O[Si](C)(C)C(C)(C)C)ccc2C2=C1c1ccc(O[Si](C)(C)C(C)(C)C)cc1OC2, CC(C)C[AlH]CC(C)C, Cc1ccccc1. The product is CC(C)(C)[Si](C)(C)Oc1ccc2c(c1)OC(CC=O)C1=C2COc2cc(O[Si](C)(C)C(C)(C)C)ccc21. RXN SMILES: [CH3:1][O:2][C:3]([CH2:4][CH:5]1[O:6][c:7]2[cH:8][c:9]([O:31][Si:32]([CH3:33])([CH3:34])[C:35]([CH3:36])([CH3:37])[CH3:38])[cH:10][cH:11][c:12]2[C:13]2=[C:22]1[c:21]1[c:16]([cH:17][c:18]([O:23][Si:24]([CH3:25])([CH3:26])[C:27]([CH3:28])([CH3:29])[CH3:30])[cH:19][cH:20]1)[O:15][CH2:14]2)=[O:39].[CH3:40][CH:41]([CH2:42][AlH:43][CH2:44][CH:45]([CH3:46])[CH3:47])[CH3:48].[CH3:49][c:50]1[cH:51][cH:52][cH:53][cH:54][cH:55]1>>[O:2]=[CH:3][CH2:4][CH:5]1[O:6][c:7]2[cH:8][c:9]([O:31][Si:32]([CH3:33])([CH3:34])[C:35]([CH3:36])([CH3:37])[CH3:38])[cH:10][cH:11][c:12]2[C:13]2=[C:22]1[c:21]1[c:16]([cH:17][c:18]([O:23][Si:24]([CH3:25])([CH3:26])[C:27]([CH3:28])([CH3:29])[CH3:30])[cH:19][cH:20]1)[O:15][CH2:14]2. Reactants: C(C(=O)O)(=O)O (oxalic acid), BrC1=C(CN2C=NC=C2)C=CC=C1 (1-(2-bromobenzyl)imidazole). Run in C(C)O (ethanol), C(C)O (ethanol). Reaction conditions: time 10 minute. Yields the product C(C(=O)O)(=O)O.BrC1=C(CN2C=NC=C2)C=CC=C1 (1-(2-bromobenzyl)imidazole hydrogen oxalate). RXN SMILES: [C:1]([OH:6])(=[O:5])[C:2]([OH:4])=[O:3].[Br:7][C:8]1[CH:19]=[CH:18][CH:17]=[CH:16][C:9]=1[CH2:10][N:11]1[CH:15]=[CH:14][N:13]=[CH:12]1>C(O)C>[C:1]([OH:6])(=[O:5])[C:2]([OH:4])=[O:3].[Br:7][C:8]1[CH:19]=[CH:18][CH:17]=[CH:16][C:9]=1[CH2:10][N:11]1[CH:15]=[CH:14][N:13]=[CH:12]1 |f:3.4|. Procedure: A solution of oxalic acid (0.14 g) in hot ethanol (10 ml) was added to a solution of 1-(2-bromobenzyl)imidazole (0.4 g) in hot ethanol (5 ml). After boiling for 10 minutes, the solution was evaporated under reduced pressure to afford a white solid. Recrystallisation of the solid from propan-2-ol gave 1-(2-bromobenzyl)imidazole hydrogen oxalate, m.p. 146°-147°.